This data is from the Open Reaction Database (ORD), a public repository of structured organic reaction records. The task is: describe an organic reaction: reactants, conditions, products, and yield Starting materials: CC=1C=C(C=CC1)C=1N=C(SC1C1=CC(=NC=C1)C)N ([4-(3-methylphenyl)-5-(2-methyl-4-pyridyl)-1,3-thiazol-2-yl]amine), C(C)(=O)Cl (acetyl chloride), C(O)([O-])=O.[Na+] (sodium hydrogen carbonate). The reagents and catalysts are CN(C1=CC=NC=C1)C (4-dimethylaminopyridine). Run in CN(C(C)=O)C (N,N-dimethylacetamide). Reaction conditions: temperature 80 celsius, time 14 hour. Yields the product CC=1C=C(C=CC1)C=1N=C(SC1C1=CC(=NC=C1)C)NC(C)=O (N-[4-(3-methylphenyl)-5-(2-methyl-4-pyridyl)-1,3-thiazol-2-yl]acetamide). The yield is 67.0%. As a reaction SMILES: [CH3:1][C:2]1[CH:3]=[C:4]([C:8]2[N:9]=[C:10]([NH2:20])[S:11][C:12]=2[C:13]2[CH:18]=[CH:17][N:16]=[C:15]([CH3:19])[CH:14]=2)[CH:5]=[CH:6][CH:7]=1.[C:21](Cl)(=[O:23])[CH3:22].C(=O)([O-])O.[Na+]>CN(C)C1C=CN=CC=1.CN(C)C(=O)C>[CH3:1][C:2]1[CH:3]=[C:4]([C:8]2[N:9]=[C:10]([NH:20][C:21](=[O:23])[CH3:22])[S:11][C:12]=2[C:13]2[CH:18]=[CH:17][N:16]=[C:15]([CH3:19])[CH:14]=2)[CH:5]=[CH:6][CH:7]=1 |f:2.3|. Procedure: To a solution of [4-(3-methylphenyl)-5-(2-methyl-4-pyridyl)-1,3-thiazol-2-yl]amine (0.50 g, 1.8 mmol) and 4-dimethylaminopyridine (0.061 g, 0.50 mmol) in N,N-dimethylacetamide (15 mL) was added acetyl chloride (0.19 mL, 2.7 mmol), and the mixture was stirred for 14 hours at 80° C. An aqueous sodium hydrogen carbonate solution was poured into the reaction mixture, and the deposited solid was filtrated. The resulted solid was washed with water, then, dried. The crude crystal was recrystallized fro... Starting materials: O=C1NC=2C=C3C(=CC2OC1)NC(=C3)C(=O)O (6-oxo-1,5,6,7-tetrahydro-8-oxa-1,5-diaza-cyclopenta[b]naphthalene-2-carboxylic acid), C(C1=CC=CC=C1)C1CCNCC1 (4-benzylpiperidine). Solvent: C(C)OCC (diethyl ether). The product is C(C1=CC=CC=C1)C1CCN(CC1)C(=O)C1=CC=2C(=CC=3OCC(NC3C2)=O)N1 (2-(4-Benzylpiperidin-1-carbonyl)-1,5-dihydro-8-oxa-1,5-diaza-cyclopenta[b]naphthalene-6-one). Reaction SMILES: [O:1]=[C:2]1[CH2:11][O:10][C:9]2[CH:8]=[C:7]3[NH:12][C:13]([C:15]([OH:17])=O)=[CH:14][C:6]3=[CH:5][C:4]=2[NH:3]1.[CH2:18]([CH:25]1[CH2:30][CH2:29][NH:28][CH2:27][CH2:26]1)[C:19]1[CH:24]=[CH:23][CH:22]=[CH:21][CH:20]=1>C(OCC)C>[CH2:18]([CH:25]1[CH2:30][CH2:29][N:28]([C:15]([C:13]2[NH:12][C:7]3=[CH:8][C:9]4[O:10][CH2:11][C:2](=[O:1])[NH:3][C:4]=4[CH:5]=[C:6]3[CH:14]=2)=[O:17])[CH2:27][CH2:26]1)[C:19]1[CH:24]=[CH:23][CH:22]=[CH:21][CH:20]=1. Procedure: The title compound is prepared from 6-oxo-1,5,6,7-tetrahydro-8-oxa-1,5-diaza-cyclopenta[b]naphthalene-2-carboxylic acid and 4-benzylpiperidine according to the method described in Example 1/c. Mp.: 225-231° C. (diethyl ether).